From a dataset of the Open Reaction Database (ORD), a public repository of structured organic reaction records. describe an organic reaction: reactants, conditions, products, and yield As a reaction SMILES: Br[C:2]1[CH:3]=[CH:4][C:5]2[S:11](=[O:13])(=[O:12])[CH2:10][CH2:9][C:8]([C:14]([NH:16][C:17]3[CH:22]=[CH:21][C:20]([CH2:23][N:24]([CH3:31])[CH:25]4[CH2:30][CH2:29][O:28][CH2:27][CH2:26]4)=[CH:19][CH:18]=3)=[O:15])=[CH:7][C:6]=2[CH:32]=1.B([O-])([O-])O[C:35]1[CH:40]=[CH:39][C:38]([O:41][CH2:42][CH2:43][O:44][CH2:45][CH2:46][CH3:47])=[C:37]([CH3:48])[CH:36]=1.C(=O)([O-])[O-].[K+].[K+]>C1(C)C=CC=CC=1.C(O)C.O.C1C=CC([P]([Pd]([P](C2C=CC=CC=2)(C2C=CC=CC=2)C2C=CC=CC=2)([P](C2C=CC=CC=2)(C2C=CC=CC=2)C2C=CC=CC=2)[P](C2C=CC=CC=2)(C2C=CC=CC=2)C2C=CC=CC=2)(C2C=CC=CC=2)C2C=CC=CC=2)=CC=1>[CH3:48][C:37]1[CH:36]=[C:35]([C:2]2[CH:3]=[CH:4][C:5]3[S:11](=[O:13])(=[O:12])[CH2:10][CH2:9][C:8]([C:14]([NH:16][C:17]4[CH:22]=[CH:21][C:20]([CH2:23][N:24]([CH3:31])[CH:25]5[CH2:30][CH2:29][O:28][CH2:27][CH2:26]5)=[CH:19][CH:18]=4)=[O:15])=[CH:7][C:6]=3[CH:32]=2)[CH:40]=[CH:39][C:38]=1[O:41][CH2:42][CH2:43][O:44][CH2:45][CH2:46][CH3:47] |f:2.3.4,5.6.7,^1:71,73,92,111|. Run at time 1 hour. Solvent: C1(=CC=CC=C1)C.C(C)O.O (toluene ethanol water). Starting materials: BrC=1C=CC2=C(C=C(CCS2(=O)=O)C(=O)NC2=CC=C(C=C2)CN(C2CCOCC2)C)C1 (7-bromo-N-[4-[[N-methyl-N-(tetrahydropyran-4-yl)amino]methyl]phenyl]-1,1-dioxo-2,3-dihydro-1-benzothiepine-4-carboxamide), B(OC1=CC(=C(C=C1)OCCOCCC)C)([O-])[O-] (3-methyl-4-(2-propoxyethoxy)phenyl borate), C([O-])([O-])=O.[K+].[K+] (potassium carbonate). The yield is 71.4%. The product is CC=1C=C(C=CC1OCCOCCC)C=1C=CC2=C(C=C(CCS2(=O)=O)C(=O)NC2=CC=C(C=C2)CN(C2CCOCC2)C)C1 (7-[3-methyl-4-(2-propoxyethoxy)phenyl]-N-[4-[[N-methyl-N-(tetrahydropyran-4-yl)amino]methyl]phenyl]-1,1-dioxo-2,3-dihydro-1-benzothiepine-4-carboxamide). Reagents/catalysts: C=1C=CC(=CC1)[P](C=2C=CC=CC2)(C=3C=CC=CC3)[Pd]([P](C=4C=CC=CC4)(C=5C=CC=CC5)C=6C=CC=CC6)([P](C=7C=CC=CC7)(C=8C=CC=CC8)C=9C=CC=CC9)[P](C=1C=CC=CC1)(C=1C=CC=CC1)C=1C=CC=CC1 (tetrakistriphenylphosphinepalladium). Reported procedure: Under argon atmosphere, a mixture of 7-bromo-N-[4-[[N-methyl-N-(tetrahydropyran-4-yl)amino]methyl]phenyl]-1,1-dioxo-2,3-dihydro-1-benzothiepine-4-carboxamide (300 mg), 3-methyl-4-(2-propoxyethoxy)phenyl borate (151 mg) and potassium carbonate (160 mg) in toluene/ethanol/water (10/1/1 ml) was stirred at room temperature for 1 hour. To the mixture was added tetrakistriphenylphosphinepalladium (33 mg), and the mixture was refluxed for 8 hours, cooled, extracted with ethyl acetate, washed with satur... Starting materials: FC=1C=C(SC1CCC)CO (4-fluoro-5-propyl-thiophen-2-yl-methanol), N(=NC(=O)OCC)C(=O)OCC (diethyl azodicarboxylate), C1(=CC=CC=C1)P(C1=CC=CC=C1)C1=CC=CC=C1 (triphenylphosphine), C(CCCCCCCCCC)C=1C=NC(=NC1)C1=CC=C(C=C1)O (4-(5-undecyl-pyrimidin-2-yl)phenol). The solvent is C1CCOC1 (THF). Product: C(CCCCCCCCCC)C=1C=NC(=NC1)C1=CC=C(C=C1)OCC=1SC(=C(C1)F)CCC ((4-Fluoro-5-propyl-thiophen-2-yl)methyl 4-(5-undecyl-pyrimidin-2-yl)phenyl ether). Reaction SMILES: N(C(OCC)=O)=NC(OCC)=O.C1(P(C2C=CC=CC=2)C2C=CC=CC=2)C=CC=CC=1.[CH2:32]([C:43]1[CH:44]=[N:45][C:46]([C:49]2[CH:54]=[CH:53][C:52]([OH:55])=[CH:51][CH:50]=2)=[N:47][CH:48]=1)[CH2:33][CH2:34][CH2:35][CH2:36][CH2:37][CH2:38][CH2:39][CH2:40][CH2:41][CH3:42].[F:56][C:57]1[CH:58]=[C:59]([CH2:65]O)[S:60][C:61]=1[CH2:62][CH2:63][CH3:64]>C1COCC1>[CH2:32]([C:43]1[CH:44]=[N:45][C:46]([C:49]2[CH:50]=[CH:51][C:52]([O:55][CH2:65][C:59]3[S:60][C:61]([CH2:62][CH2:63][CH3:64])=[C:57]([F:56])[CH:58]=3)=[CH:53][CH:54]=2)=[N:47][CH:48]=1)[CH2:33][CH2:34][CH2:35][CH2:36][CH2:37][CH2:38][CH2:39][CH2:40][CH2:41][CH3:42]. Reported procedure: A fully reacted mixture of equimolar amounts of diethyl azodicarboxylate and triphenylphosphine in THF is admixed with equimolar amounts of 4-(5-undecyl-pyrimidin-2-yl)phenol and 4-fluoro-5-propyl-thiophen-2-yl-methanol (prepared by LiAlH4 reduction of methyl 4-fluoro-5-propyl-thiophene-2-carboxylate). After 24 h at room temperature the mixture is evaporated to dryness under reduced pressure. Purification by chromatography (silica gel, dichloromethane) and recrystallization affords the target co... Reactants: C([O-])([O-])=O.[K+].[K+] (Potassium carbonate), ClCC#CCCl (1,4 dichloro-2-butyne), C1(CCC1)C1=CC=2N(N=C1OCC#N)C(=NN2)C2=CC=CC=C2 ((7-Cyclobutyl-3-phenyl-1,2,4-triazolo[4,3-b]pyridazin-6-yloxy)-acetonitrile). Solvent: CN(C)C=O (DMF), CN(C)C=O (DMF). Reaction conditions: time 2 hour. Yields the product ClCC#CCOC=1C(=CC=2N(N1)C(=NN2)C2=CC=CC=C2)C2CCC2 (6-(4-Chlorobut-2-vnyloxy)-7-cyclobutyl-3-phenyl-1,2,4-triazolo[4,3-b]pyridazine). As a reaction SMILES: C(=O)([O-])[O-].[K+].[K+].[Cl:7][CH2:8][C:9]#[C:10][CH2:11]Cl.[CH:13]1([C:17]2[C:22]([O:23]CC#N)=[N:21][N:20]3[C:27]([C:30]4[CH:35]=[CH:34][CH:33]=[CH:32][CH:31]=4)=[N:28][N:29]=[C:19]3[CH:18]=2)[CH2:16][CH2:15][CH2:14]1>CN(C=O)C>[Cl:7][CH2:8][C:9]#[C:10][CH2:11][O:23][C:22]1[C:17]([CH:13]2[CH2:16][CH2:15][CH2:14]2)=[CH:18][C:19]2[N:20]([C:27]([C:30]3[CH:35]=[CH:34][CH:33]=[CH:32][CH:31]=3)=[N:28][N:29]=2)[N:21]=1 |f:0.1.2|. Reported procedure: Potassium carbonate (311 mg, 2.2 mmol) and 1,4 dichloro-2-butyne (275 mg, 2.2 mol) in DMF (3 ml) were heated to 50° C. prior to the dropwise addition of the product from Example 185, Step a (200 mg, 0.75 mmol) in DMF (2 ml). The reaction mixture was left to stir for 2 hours. Cooled and partitioned (ethyl acetate/water). The organic layer was washed (H2O, brine), dried MgSO4) and evaporated in vacuo. Purified via silica gel chromatography using 50/50 ethyl acetate/hexane to elute. 1H NMR (250 MHz... The reactants are ClC1=NC=CC2=C1C=CO2 (4-chloro-furo[3,2-c]pyridine), C(C)(C)[N-]C(C)C.[Li+] (lithium diisopropylamide), O.O.O.C(C)(=O)[O-].[Na+] (sodium acetate trihydrate), NOS(=O)(=O)O (hydroxylamine-O-sulfonic acid). The solvent is O1CCCC1 (tetrahydrofuran), C1CCOC1 (THF). Run at time 0.5 hour. Product: S(N)(=O)(=O)C1=CC=2C(=NC=CC2O1)Cl (2-Sulfamoyl-4-chloro-furo[3,2-c]pyridine). The yield is 56.0%. RXN SMILES: [Cl:1][C:2]1[C:7]2[CH:8]=[CH:9][O:10][C:6]=2[CH:5]=[CH:4][N:3]=1.C([N-:14]C(C)C)(C)C.[Li+].O.O.O.C([O-])(=O)C.[Na+].N[O:28][S:29]([OH:32])(=O)=O>O1CCCC1>[S:29]([C:9]1[O:10][C:6]2[CH:5]=[CH:4][N:3]=[C:2]([Cl:1])[C:7]=2[CH:8]=1)(=[O:32])(=[O:28])[NH2:14] |f:1.2,3.4.5.6.7|. Procedure details: To a solution of 4-chloro-furo[3,2-c]pyridine (6.17 g, 40.2 mmol) in tetrahydrofuran (80 ml), under a nitrogen atmosphere at -70° C., was added dropwise a solution of 0.7M lithium diisopropylamide in THF (64 ml, 44.8 mmol). After stirring for 1/2 hour, sulfur dioxide gas was bubbled over the surface of the reaction and the temperature was allowed to gradually rise to room temperature. Dilution with diethyl ether (150 ml) caused the lithium sulfinate intermediate to precipitate. This precipitate ... Solvent: C(Cl)Cl (CH2Cl2). Yields the product C(C)(C)(C)OC(NCCNC(CC1=CC(=CC=C1)F)=O)=O (2-[(3-Fluorophenyl)acetylamino]ethyl carbamic acid tert-butyl ester). Yield: 99.9%. As a reaction SMILES: [F:1][C:2]1[CH:3]=[C:4]([CH2:8][C:9]([OH:11])=O)[CH:5]=[CH:6][CH:7]=1.[C:12]([O:16][C:17](=[O:22])[NH:18][CH2:19][CH2:20][NH2:21])([CH3:15])([CH3:14])[CH3:13].Cl.C(N=C=N)C>C(Cl)Cl.CN(C)C1C=CN=CC=1>[C:12]([O:16][C:17](=[O:22])[NH:18][CH2:19][CH2:20][NH:21][C:9](=[O:11])[CH2:8][C:4]1[CH:5]=[CH:6][CH:7]=[C:2]([F:1])[CH:3]=1)([CH3:15])([CH3:13])[CH3:14] |f:2.3|. Reported procedure: To a solution of 3-fluorophenylacetic acid (1.93 g, 12.5 mmol) in CH2Cl2 (50 mL) was added tert-butyl-N-(2-aminoethyl)carbamate (2.0 g, 12.5 mmol), 4-dimethylaminopyridine (1.53 g, 12.5 mmol) and 1-[3-dimethylamino)propyl]-3-ethyl carbodiimide hydrochloride (2.4 g, 12.5 mmol). The mixture was stirred at room temperature for 16 h then washed with water (50 mL) and citric acid (10%, 2×50 mL). The organic layer was separated, dried (Na2SO4) and evaporated. The residue was chromatographed on silica ... Starting materials: FC=1C=C(C=CC1)CC(=O)O (3-fluorophenylacetic acid), C(C)(C)(C)OC(NCCN)=O (tert-butyl-N-(2-aminoethyl)carbamate), Cl.C(C)N=C=N (3-ethyl carbodiimide hydrochloride). Reaction conditions: time 16 hour. The reagents and catalysts are CN(C1=CC=NC=C1)C (4-dimethylaminopyridine).